From a dataset of the Open Reaction Database (ORD), a public repository of structured organic reaction records. describe an organic reaction: reactants, conditions, products, and yield The reactants are C(CCC)C=1N(C(=C(N1)Cl)CO)CC=1C=C2C=CC(=NC2=CC1)C1=C(C(=O)OC)C=CC=C1 (methyl 2-{6-[(2-butyl-4-chloro-5-hydroxymethyl-1H-imidazol-1-yl)methyl]quinolin-2-yl}benzoate), [OH-].[Na+] (sodium hydroxide), O (water). The solvent is CCOCC (ether). Reaction conditions: time 24 hour. Product: C(CCC)C=1N(C(=C(N1)Cl)CO)CC=1C=C2C=CC(=NC2=CC1)C1=C(C(=O)O)C=CC=C1 (2-{6-[(2-butyl-4-chloro-5-hydroxymethyl-1H-imidazol-1-yl)methyl]quinolin-2-yl}benzoic acid). Isolated yield 79.2%. As a reaction SMILES: [CH2:1]([C:5]1[N:6]([CH2:13][C:14]2[CH:15]=[C:16]3[C:21](=[CH:22][CH:23]=2)[N:20]=[C:19]([C:24]2[CH:33]=[CH:32][CH:31]=[CH:30][C:25]=2[C:26]([O:28]C)=[O:27])[CH:18]=[CH:17]3)[C:7]([CH2:11][OH:12])=[C:8]([Cl:10])[N:9]=1)[CH2:2][CH2:3][CH3:4].[OH-].[Na+].O>CCOCC>[CH2:1]([C:5]1[N:6]([CH2:13][C:14]2[CH:15]=[C:16]3[C:21](=[CH:22][CH:23]=2)[N:20]=[C:19]([C:24]2[CH:33]=[CH:32][CH:31]=[CH:30][C:25]=2[C:26]([OH:28])=[O:27])[CH:18]=[CH:17]3)[C:7]([CH2:11][OH:12])=[C:8]([Cl:10])[N:9]=1)[CH2:2][CH2:3][CH3:4] |f:1.2|. Reported procedure: 174 mg (0.376 mmol) of methyl 2-{6-[(2-butyl-4-chloro-5-hydroxymethyl-1H-imidazol-1-yl)methyl]quinolin-2-yl}benzoate obtained in Example 3 were mixed with 30.0 mg (0.751 mmol) of sodium hydroxide, 32 ml of water and 3 ml of ether and the mixture was stirred at room temperature for 24 hours. After concentrated under reduced pressure, the concentrate was partitioned between water and ether. The aqueous layer was acidified with 1N hydrochloric acid and extracted with ethyl acetate. The organic laye... Reactants: CC=1C=C2CCC(C(C2=CC1C)O)CCN1CCCC1 (1,2,3,4-Tetrahydro-6,7-dimethyl-2-[2-(1-pyrrolidinyl)ethyl]-1-naphthalenol). Solvent: solution, Cl (hydrogen chloride), C(C)O (ethanol). Yields the product CC=1C=C2CCC(=CC2=CC1C)CCN1CCCC1 (1-[2-(3,4-dihydro-6,7-dimethyl-2-naphthalenyl)ethyl]-pyrrolidine). Yield: 64.7%. RXN SMILES: [CH3:1][C:2]1[CH:3]=[C:4]2[C:9](=[CH:10][C:11]=1[CH3:12])[CH:8](O)[CH:7]([CH2:14][CH2:15][N:16]1[CH2:20][CH2:19][CH2:18][CH2:17]1)[CH2:6][CH2:5]2>Cl.C(O)C>[CH3:1][C:2]1[CH:3]=[C:4]2[C:9](=[CH:10][C:11]=1[CH3:12])[CH:8]=[C:7]([CH2:14][CH2:15][N:16]1[CH2:20][CH2:19][CH2:18][CH2:17]1)[CH2:6][CH2:5]2. Procedure details: 1,2,3,4-Tetrahydro-6,7-dimethyl-2-[2-(1-pyrrolidinyl)ethyl]-1-naphthalenol (24.0 g) was dissolved in a 30% solution of hydrogen chloride in ethanol (240 ml), and the mixture was refluxed for one hour. The reaction solution was concentrated under reduced pressure, and the residue was dissolved in water. The mixture was basified with potassium carbonate, and extracted with ethyl acetate. The extract was washed with water and a saturated aqueous sodium chloride solution, dried over anhydrous sodium... Starting materials: CC(=O)O[BH-](OC(C)=O)OC(C)=O, COCCN, CC(=O)O, ClCCl, Cn1c(C=O)cnc1-c1cc2nccc(Oc3ccc([N+](=O)[O-])cc3F)c2s1, [Na+]. The product is COCCNCc1cnc(-c2cc3nccc(Oc4ccc([N+](=O)[O-])cc4F)c3s2)n1C. RXN SMILES: [C:38]([O:39][BH-:40]([O:41][C:42](=[O:43])[CH3:44])[O:45][C:46](=[O:47])[CH3:48])(=[O:49])[CH3:50].[CH3:29][O:30][CH2:31][CH2:32][NH2:33].[CH3:34][C:35](=[O:36])[OH:37].[Cl:52][CH2:53][Cl:54].[F:1][c:2]1[c:3]([O:4][c:5]2[c:6]3[c:7]([n:8][cH:9][cH:10]2)[cH:11][c:12](-[c:14]2[n:15]([CH3:21])[c:16]([CH:19]=[O:20])[cH:17][n:18]2)[s:13]3)[cH:22][cH:23][c:24]([N+:26](=[O:27])[O-:28])[cH:25]1.[Na+:51]>>[F:1][c:2]1[c:3]([O:4][c:5]2[c:6]3[c:7]([n:8][cH:9][cH:10]2)[cH:11][c:12](-[c:14]2[n:15]([CH3:21])[c:16]([CH2:19][NH:33][CH2:32][CH2:31][O:30][CH3:29])[cH:17][n:18]2)[s:13]3)[cH:22][cH:23][c:24]([N+:26](=[O:27])[O-:28])[cH:25]1. Reactants: COc1ccc(N2CC(C)NC(C)C2)cc1NS(=O)(=O)c1ccc(Br)cc1, CC(C)(C)[O-], COCCOC, [K+], O, c1ccc(P(c2ccccc2)(c2ccccc2)[Pd](P(c2ccccc2)(c2ccccc2)c2ccccc2)(P(c2ccccc2)(c2ccccc2)c2ccccc2)P(c2ccccc2)(c2ccccc2)c2ccccc2)cc1, OB(O)c1ccoc1. The product is COc1ccc(N2CC(C)NC(C)C2)cc1NS(=O)(=O)c1ccc(-c2ccoc2)cc1. As a reaction SMILES: [Br:1][c:2]1[cH:3][cH:4][c:5]([S:8](=[O:9])(=[O:10])[NH:11][c:12]2[c:13]([O:26][CH3:27])[cH:14][cH:15][c:16]([N:18]3[CH2:19][CH:20]([CH3:25])[NH:21][CH:22]([CH3:24])[CH2:23]3)[cH:17]2)[cH:6][cH:7]1.[CH3:36][C:37]([CH3:38])([O-:39])[CH3:40].[CH3:42][O:43][CH2:44][CH2:45][O:46][CH3:47].[K+:41].[OH2:48].[cH:49]1[cH:50][cH:51][c:52]([P:53]([Pd:54]([P:55]([c:56]2[cH:57][cH:58][cH:59][cH:60][cH:61]2)([c:62]2[cH:63][cH:64][cH:65][cH:66][cH:67]2)[c:68]2[cH:69][cH:70][cH:71][cH:72][cH:73]2)([P:74]([c:75]2[cH:76][cH:77][cH:78][cH:79][cH:80]2)([c:81]2[cH:82][cH:83][cH:84][cH:85][cH:86]2)[c:87]2[cH:88][cH:89][cH:90][cH:91][cH:92]2)[P:93]([c:94]2[cH:95][cH:96][cH:97][cH:98][cH:99]2)([c:100]2[cH:101][cH:102][cH:103][cH:104][cH:105]2)[c:106]2[cH:107][cH:108][cH:109][cH:110][cH:111]2)([c:112]2[cH:113][cH:114][cH:115][cH:116][cH:117]2)[c:118]2[cH:119][cH:120][cH:121][cH:122][cH:123]2)[cH:124][cH:125]1.[o:28]1[cH:29][c:30]([B:33]([OH:34])[OH:35])[cH:31][cH:32]1>>[c:2]1(-[c:30]2[cH:29][o:28][cH:32][cH:31]2)[cH:3][cH:4][c:5]([S:8](=[O:9])(=[O:10])[NH:11][c:12]2[c:13]([O:26][CH3:27])[cH:14][cH:15][c:16]([N:18]3[CH2:19][CH:20]([CH3:25])[NH:21][CH:22]([CH3:24])[CH2:23]3)[cH:17]2)[cH:6][cH:7]1. Reactants: C1CCOC1, CCCCOS(=O)(=O)CCCCl, [Li]CCCC. Yields the product CCCCOS(=O)(=O)C1CC1. As a reaction SMILES: [CH2:18]1[O:19][CH2:20][CH2:21][CH2:22]1.[Cl:1][CH2:2][CH2:3][CH2:4][S:5](=[O:6])(=[O:7])[O:8][CH2:9][CH2:10][CH2:11][CH3:12].[Li:13][CH2:14][CH2:15][CH2:16][CH3:17]>>[CH2:2]1[CH2:3][CH:4]1[S:5](=[O:6])(=[O:7])[O:8][CH2:9][CH2:10][CH2:11][CH3:12]. Reactants: C(C1=CC=CC=C1)N (benzylamine), ClC=1C2=C(N=C(N1)C1=NC=CN=C1)SC(=C2)[N+](=O)[O-] (4-chloro-2-(pyrazin-2-yl)-6-nitro-thieno-[2,3-d]-pyrimidine). Product: N1=C(C=NC=C1)C=1N=C(C2=C(N1)SC(=C2)[N+](=O)[O-])NCC2=CC=CC=C2 (2-(pyrazin-2-yl)-4-benzylamino-6-nitro-thieno-[2,3-d]-pyrimidine). Reaction SMILES: [CH2:1]([NH2:8])[C:2]1[CH:7]=[CH:6][CH:5]=[CH:4][CH:3]=1.Cl[C:10]1[C:11]2[CH:24]=[C:23]([N+:25]([O-:27])=[O:26])[S:22][C:12]=2[N:13]=[C:14]([C:16]2[CH:21]=[N:20][CH:19]=[CH:18][N:17]=2)[N:15]=1>>[N:17]1[CH:18]=[CH:19][N:20]=[CH:21][C:16]=1[C:14]1[N:15]=[C:10]([NH:8][CH2:1][C:2]2[CH:7]=[CH:6][CH:5]=[CH:4][CH:3]=2)[C:11]2[CH:24]=[C:23]([N+:25]([O-:27])=[O:26])[S:22][C:12]=2[N:13]=1. Procedure: With the procedure of Example 1, the reaction of benzylamine with 4-chloro-2-(pyrazin-2-yl)-6-nitro-thieno-[2,3-d]-pyrimidine yields 2-(pyrazin-2-yl)-4-benzylamino-6-nitro-thieno-[2,3-d]-pyrimidine. The reactants are CC(=O)O, CC(C)O, O=Cc1cccc([N+](=O)[O-])c1, C1CCNCC1, CC(=O)CC(=O)NCC(=O)OC(C)(C)C. Product: CC(=O)C(=Cc1cccc([N+](=O)[O-])c1)C(=O)NCC(=O)OC(C)(C)C. As a reaction SMILES: [C:27]([OH:28])(=[O:29])[CH3:30].[CH:37]([OH:38])([CH3:39])[CH3:40].[N+:16](=[O:17])([O-:18])[c:19]1[cH:20][c:21]([CH:22]=[O:23])[cH:24][cH:25][cH:26]1.[NH:31]1[CH2:32][CH2:33][CH2:34][CH2:35][CH2:36]1.[O:1]=[C:2]([CH2:3][C:4](=[O:5])[NH:6][CH2:7][C:8](=[O:9])[O:10][C:11]([CH3:12])([CH3:13])[CH3:14])[CH3:15]>>[O:1]=[C:2]([C:3]([C:4](=[O:5])[NH:6][CH2:7][C:8](=[O:9])[O:10][C:11]([CH3:12])([CH3:13])[CH3:14])=[CH:22][c:21]1[cH:20][c:19]([N+:16](=[O:17])[O-:18])[cH:26][cH:25][cH:24]1)[CH3:15]. Reactants: Br, CC(=O)O, COc1ccc2c(c1)CCCC2=O. Product: O=C1CCCc2cc(O)ccc21. Reaction SMILES: [BrH:14].[CH3:15][C:16](=[O:17])[OH:18].[CH3:1][O:2][c:3]1[cH:4][c:5]2[c:10]([cH:11][cH:12]1)[C:9](=[O:13])[CH2:8][CH2:7][CH2:6]2>>[OH:2][c:3]1[cH:4][c:5]2[c:10]([cH:11][cH:12]1)[C:9](=[O:13])[CH2:8][CH2:7][CH2:6]2. The reactants are CCO, COc1ccc(N2CCN(C)CC2)cc1[N+](=O)[O-]. The product is COc1ccc(N2CCN(C)CC2)cc1N. As a reaction SMILES: [CH3:19][CH2:20][OH:21].[CH3:1][N:2]1[CH2:3][CH2:4][N:5]([c:8]2[cH:9][c:10]([N+:16]([O-:17])=[O:18])[c:11]([O:14][CH3:15])[cH:12][cH:13]2)[CH2:6][CH2:7]1>>[CH3:1][N:2]1[CH2:3][CH2:4][N:5]([c:8]2[cH:9][c:10]([NH2:16])[c:11]([O:14][CH3:15])[cH:12][cH:13]2)[CH2:6][CH2:7]1.